This data is from the Open Reaction Database (ORD), a public repository of structured organic reaction records. The task is: describe an organic reaction: reactants, conditions, products, and yield Reactants: CCOCC, CCO, CN1CCC(N(C)C(=O)Nc2cc(Oc3ccc(N)cc3)ccn2)CC1, [Na+], O=C([O-])O, O=C(Cc1ccccc1)N=C=S. The product is CN1CCC(N(C)C(=O)Nc2cc(Oc3ccc(NC(=S)NC(=O)Cc4ccccc4)cc3)ccn2)CC1. As a reaction SMILES: [CH3:44][CH2:45][O:46][CH2:47][CH3:48].[CH3:49][CH2:50][OH:51].[NH2:1][c:2]1[cH:3][cH:4][c:5]([O:6][c:7]2[cH:8][c:9]([NH:13][C:14]([N:15]([CH:16]3[CH2:17][CH2:18][N:19]([CH3:22])[CH2:20][CH2:21]3)[CH3:23])=[O:24])[n:10][cH:11][cH:12]2)[cH:25][cH:26]1.[Na+:39].[OH:40][C:41](=[O:42])[O-:43].[c:27]1([CH2:33][C:34](=[O:35])[N:36]=[C:37]=[S:38])[cH:28][cH:29][cH:30][cH:31][cH:32]1>>[NH:1]([c:2]1[cH:3][cH:4][c:5]([O:6][c:7]2[cH:8][c:9]([NH:13][C:14]([N:15]([CH:16]3[CH2:17][CH2:18][N:19]([CH3:22])[CH2:20][CH2:21]3)[CH3:23])=[O:24])[n:10][cH:11][cH:12]2)[cH:25][cH:26]1)[C:37]([NH:36][C:34]([CH2:33][c:27]1[cH:28][cH:29][cH:30][cH:31][cH:32]1)=[O:35])=[S:38].